Dataset: the Open Reaction Database (ORD), a public repository of structured organic reaction records. Task: describe an organic reaction: reactants, conditions, products, and yield Starting materials: C1(O)=CC=C(O)C=C1 (hydroquinone), C(CCC)(=O)Cl (butyryl chloride). Product: C(CCC)(=O)O.C1(O)=CC=C(O)C=C1 (hydroquinone monobutyrate). Reaction SMILES: [C:1]1([CH:8]=[CH:7][C:5]([OH:6])=[CH:4][CH:3]=1)[OH:2].C(Cl)(=[O:13])CCC>>[C:5]([OH:13])(=[O:6])[CH2:7][CH2:8][CH3:1].[C:1]1([CH:8]=[CH:7][C:5]([OH:6])=[CH:4][CH:3]=1)[OH:2] |f:2.3|. Procedure: According to the same procedure as described in Preparation 6, hydroquinone and butyryl chloride were reacted and the reaction mixture was extracted with ethyl acetate. The ethyl acetate extract was thoroughly washed with water and the solvent was removed. The residue was distilled under a reduced pressure to give hydroquinone monobutyrate. b.p. 150°-153° C./3 mmHg. The reactants are C1(CCC1)N1CCN(CCC1)C(=O)C1=CC=C(C=C1)B1OC(C(O1)(C)C)(C)C (1-Cyclobutyl-4-{[4-(4,4,5,5-tetramethyl-1,3,2-dioxaborolan-2-yl)phenyl]carbonyl}hexahydro-1H-1,4-diazepine), ClC1=NC=C(C#N)C=C1 (6-chloronicotinonitrile). Product: Cl.C1(CCC1)N1CCN(CCC1)C(=O)C1=CC=C(C=C1)C1=CC=C(C=N1)C#N (6-{4-[(4-Cyclobutylhexahydro-1H-1,4-diazepin-1-yl)carbonyl]phenyl}-3-cyanopyridine hydrochloride). Isolated yield 29.7%. RXN SMILES: [CH:1]1([N:5]2[CH2:11][CH2:10][CH2:9][N:8]([C:12]([C:14]3[CH:19]=[CH:18][C:17](B4OC(C)(C)C(C)(C)O4)=[CH:16][CH:15]=3)=[O:13])[CH2:7][CH2:6]2)[CH2:4][CH2:3][CH2:2]1.[Cl:29][C:30]1[CH:37]=[CH:36][C:33]([C:34]#[N:35])=[CH:32][N:31]=1>>[ClH:29].[CH:1]1([N:5]2[CH2:11][CH2:10][CH2:9][N:8]([C:12]([C:14]3[CH:15]=[CH:16][C:17]([C:30]4[N:31]=[CH:32][C:33]([C:34]#[N:35])=[CH:36][CH:37]=4)=[CH:18][CH:19]=3)=[O:13])[CH2:7][CH2:6]2)[CH2:2][CH2:3][CH2:4]1 |f:2.3|. Procedure details: The title compound (E12) was prepared in a similar manner to Example 11 from 1-cyclobutyl-4-{[4-(4,4,5,5-tetramethyl-1,3,2-dioxaborolan-2-yl)phenyl]carbonyl}hexahydro-1H-1,4-diazepine (D7) (0.15 g) and 6-chloronicotinonitrile (0.054 g). The crude reaction mixture was purified by flash chromatography [silica gel, step gradient 0-15% MeOH (containing 10% 0.88 ammonia solution) in DOM]. The free base compound was converted into the HCl salt in dry DCM (2 ml) with ethereal HCl (1 ml, 1N). Evaporatio... Reactants: FC1=C(C(=C(C(=C1B(C1=C(C(=C(C(=C1F)F)F)F)F)C1=C(C(=C(C(=C1F)F)F)F)F)F)F)F)F (tris(pentafluorophenyl)boron), FC1=C(C(=C(C(=C1[Li])F)F)F)F (pentafluorophenyllithium). Product: FC1=C(C(=C(C(=C1[B-](C1=C(C(=C(C(=C1F)F)F)F)F)(C1=C(C(=C(C(=C1F)F)F)F)F)C1=C(C(=C(C(=C1F)F)F)F)F)F)F)F)F.[Li+] (lithium tetrakis(pentafluorophenyl)borate). Reaction SMILES: [F:1][C:2]1[C:7]([B:8]([C:20]2[C:25]([F:26])=[C:24]([F:27])[C:23]([F:28])=[C:22]([F:29])[C:21]=2[F:30])[C:9]2[C:14]([F:15])=[C:13]([F:16])[C:12]([F:17])=[C:11]([F:18])[C:10]=2[F:19])=[C:6]([F:31])[C:5]([F:32])=[C:4]([F:33])[C:3]=1[F:34].[F:35][C:36]1[C:41]([Li:42])=[C:40]([F:43])[C:39]([F:44])=[C:38]([F:45])[C:37]=1[F:46]>>[F:26][C:25]1[C:20]([B-:8]([C:41]2[C:40]([F:43])=[C:39]([F:44])[C:38]([F:45])=[C:37]([F:46])[C:36]=2[F:35])([C:7]2[C:2]([F:1])=[C:3]([F:34])[C:4]([F:33])=[C:5]([F:32])[C:6]=2[F:31])[C:9]2[C:10]([F:19])=[C:11]([F:18])[C:12]([F:17])=[C:13]([F:16])[C:14]=2[F:15])=[C:21]([F:30])[C:22]([F:29])=[C:23]([F:28])[C:24]=1[F:27].[Li+:42] |f:2.3|. Reported procedure: Pentafluorophenyllithium prepared from bromopentafluorobenzene (152 mmol) and butyllithium (152 mmol), was reacted with 45 mmol of boron trichlorode in hexane to obtain tris(pentafluorophenyl)boron as a white solid product. The obtained tris(pentafluorophenyl)boron (41 mmol) was reacted with pentafluorophenyllithium (41 mmol) to isolate lithium tetrakis(pentafluorophenyl)borate as a white solid product. The reactants are C(C)OC(=O)C=1C(=CC=CC1)C=1C(=CC=CC1)C1=C(C=CC(=C1)Cl)O (5-chloro-2-hydroxy-[1,1′;2′,1″]terphenyl-2″-carboxylic acid ethyl ester), BrCC(C)C (1-bromo-2-methyl-propane). Product: C(C)OC(=O)C=1C(=CC=CC1)C=1C(=CC=CC1)C1=C(C=CC(=C1)Cl)OCC(C)C (5-Chloro-2-isobutoxy-[1,1′;2′,1″]terphenyl-2″-carboxylic acid ethyl ester). Reaction SMILES: [CH2:1]([O:3][C:4]([C:6]1[C:7]([C:12]2[C:13]([C:18]3[CH:23]=[C:22]([Cl:24])[CH:21]=[CH:20][C:19]=3[OH:25])=[CH:14][CH:15]=[CH:16][CH:17]=2)=[CH:8][CH:9]=[CH:10][CH:11]=1)=[O:5])[CH3:2].Br[CH2:27][CH:28]([CH3:30])[CH3:29]>>[CH2:1]([O:3][C:4]([C:6]1[C:7]([C:12]2[C:13]([C:18]3[CH:23]=[C:22]([Cl:24])[CH:21]=[CH:20][C:19]=3[O:25][CH2:27][CH:28]([CH3:30])[CH3:29])=[CH:14][CH:15]=[CH:16][CH:17]=2)=[CH:8][CH:9]=[CH:10][CH:11]=1)=[O:5])[CH3:2]. Procedure: Prepared as in procedure A from 5-chloro-2-hydroxy-[1,1′;2′,1″]terphenyl-2″-carboxylic acid ethyl ester and 1-bromo-2-methyl-propane. Reactants: FC1=CC=C2C(C=3C=CC(=CC3C(C2=C1)=O)C(=O)O)=O (7-Fluoro-9,10-dihydro-9,10-dioxo-2-anthroic acid), P(Cl)(Cl)(Cl)(Cl)Cl (phosphorus pentachloride). Run in C=1(C(=CC=CC1)C)C (xylene). Product: FC1=CC=C2C(C=3C=CC(=CC3C(C2=C1)=O)C(=O)Cl)=O (7-fluoro-9,10-dihydro-9,10-dioxo-2-anthroyl chloride). The yield is 87.4%. Reaction SMILES: [F:1][C:2]1[CH:15]=[C:14]2[C:5]([C:6](=[O:20])[C:7]3[CH:8]=[CH:9][C:10]([C:17](O)=[O:18])=[CH:11][C:12]=3[C:13]2=[O:16])=[CH:4][CH:3]=1.P(Cl)(Cl)(Cl)(Cl)[Cl:22]>C1(C)C(C)=CC=CC=1>[F:1][C:2]1[CH:15]=[C:14]2[C:5]([C:6](=[O:20])[C:7]3[CH:8]=[CH:9][C:10]([C:17]([Cl:22])=[O:18])=[CH:11][C:12]=3[C:13]2=[O:16])=[CH:4][CH:3]=1. Procedure: 7-Fluoro-9,10-dihydro-9,10-dioxo-2-anthroic acid (15 g), phosphorus pentachloride (12 g) and xylene (300 ml) were heated for 15 minutes at 100°-130° till a clear solution was obtained. This was concentrated to small volume and allowed to crystallise. The product was washed with light petroleum (bp 40°-60°) to give 7-fluoro-9,10-dihydro-9,10-dioxo-2-anthroyl chloride (14 g). The reactants are CC(C)(C)c1cccc(C(C)(C)C)c1O, CCCCC(CC)COC(=O)CS, CCCCNCCCC, CN(C)C=O. Yields the product CCCCC(CC)COC(=O)CSCc1cc(C(C)(C)C)c(O)c(C(C)(C)C)c1. RXN SMILES: [C:1]([CH3:2])([CH3:3])([CH3:4])[c:5]1[c:6]([OH:15])[c:7]([C:11]([CH3:12])([CH3:13])[CH3:14])[cH:8][cH:9][cH:10]1.[CH2:16]([CH3:17])[CH:18]([CH2:19][O:20][C:21]([CH2:22][SH:23])=[O:24])[CH2:25][CH2:26][CH2:27][CH3:28].[CH2:29]([NH:30][CH2:31][CH2:32][CH2:33][CH3:34])[CH2:35][CH2:36][CH3:37].[CH3:38][N:39]([CH3:40])[CH:41]=[O:42]>>[C:1]([CH3:2])([CH3:3])([CH3:4])[c:5]1[c:6]([OH:15])[c:7]([C:11]([CH3:12])([CH3:13])[CH3:14])[cH:8][c:9]([CH2:29][S:23][CH2:22][C:21]([O:20][CH2:19][CH:18]([CH2:16][CH3:17])[CH2:25][CH2:26][CH2:27][CH3:28])=[O:24])[cH:10]1. The reactants are C(C1=CC=CC=C1)OC(=O)N[C@@H]1[C@@H](C[C@@H](CC1)NC(OC(C)(C)C)=O)C(N)=S (tert-butyl (1R,3R,4S)-4-((benzyloxycarbonyl)amino)-3-carbamothioylcyclohexylcarbamate), ClCC(CC)=O (1-chloro-butan-2-one). The solvent is C1=CC=CC=C1 (benzene). Conditions: temperature 75 celsius. Yields the product C(C1=CC=CC=C1)OC(=O)N[C@@H]1[C@@H](C[C@@H](CC1)NC(OC(C)(C)C)=O)C=1SC=C(N1)CC (tert-butyl (1R,3R,4S)-4-((benzyloxycarbonyl)amino)-3-(4-ethylthiazol-2-yl)cyclohexylcarbamate). The yield is 36.3%. As a reaction SMILES: [CH2:1]([O:8][C:9]([NH:11][C@H:12]1[CH2:17][CH2:16][C@@H:15]([NH:18][C:19](=[O:25])[O:20][C:21]([CH3:24])([CH3:23])[CH3:22])[CH2:14][C@H:13]1[C:26](=[S:28])[NH2:27])=[O:10])[C:2]1[CH:7]=[CH:6][CH:5]=[CH:4][CH:3]=1.Cl[CH2:30][C:31](=O)[CH2:32][CH3:33]>C1C=CC=CC=1>[CH2:1]([O:8][C:9]([NH:11][C@H:12]1[CH2:17][CH2:16][C@@H:15]([NH:18][C:19](=[O:25])[O:20][C:21]([CH3:24])([CH3:23])[CH3:22])[CH2:14][C@H:13]1[C:26]1[S:28][CH:30]=[C:31]([CH2:32][CH3:33])[N:27]=1)=[O:10])[C:2]1[CH:3]=[CH:4][CH:5]=[CH:6][CH:7]=1. Reported procedure: To a solution of tert-butyl (1R,3R,4S)-4-((benzyloxycarbonyl)amino)-3-carbamothioylcyclohexylcarbamate (0.5 g, 0.0012 mol, see Example 12f, Step 2) in dry benzene (20 ml) under nitrogen was added 1-chloro-butan-2-one (0.42 g, 0.0039 mol) of and the reaction mixture was heated at 75° C. for over night. Benzene was removed under vaccum and the crude product was extracted with ethyl acetate. The organic layer was washed with brine, concentrated, and purified by recrystallization from ether to give ... The reactants are BrC1=CN=CS1 (5-bromothiazole), C(CCC)[Li] (n-butyl lithium), CCOCC (ether), FC(C1=C(C=O)C=CC=C1)(F)F (2-(trifluoromethyl) -benzaldehyde), C(C)OCC (diethyl ether). Reaction conditions: temperature -78 celsius, time 2 hour. Product: OC1(CC2=CN=CS2)C(C=CC=C1)C(F)(F)F (5-(1-hydroxy-2'-trifluoromethylbenzyl)thiazole). As a reaction SMILES: Br[C:2]1[S:6][CH:5]=[N:4][CH:3]=1.C([Li])CCC.[F:12][C:13]([F:23])([F:22])[C:14]1[CH:21]=[CH:20][CH:19]=[CH:18][C:15]=1[CH:16]=O.CC[O:26]CC>>[OH:26][C:15]1([CH:18]=[CH:19][CH:20]=[CH:21][CH:14]1[C:13]([F:23])([F:22])[F:12])[CH2:16][C:2]1[S:6][CH:5]=[N:4][CH:3]=1. Procedure: To a solution of 5-bromothiazole in 12 ml of ether at -78° C., 2.1 ml of 2.5M n-butyl lithium were added dropwise over 30 minutes. The resulting brown suspension was stirred at -78° C. for 2 hours and then a solution of 2-(trifluoromethyl) -benzaldehyde in 2 ml of diethyl ether was added dropwise. The reaction was quenched 1 hour later with 10 ml of water saturated with ammonium chloride. The reaction mixture was extracted twice with 2 ml of diethyl ether. The organic phases were combined, dried... Starting materials: ClC1=C(C(=O)Cl)C(=CC=C1)F (2-chloro-6-fluoro-benzoic acid chloride), N (ammonia). Procedure: 2-chloro-6-fluoro-benzamide was prepared from 2-chloro-6-fluoro-benzoic acid chloride and ammonia by processes known from the literature. It had amelting point of 138° C. ##STR7## Yields the product ClC1=C(C(=O)N)C(=CC=C1)F (2-chloro-6-fluoro-benzamide). RXN SMILES: [Cl:1][C:2]1[CH:10]=[CH:9][CH:8]=[C:7]([F:11])[C:3]=1[C:4](Cl)=[O:5].[NH3:12]>>[Cl:1][C:2]1[CH:10]=[CH:9][CH:8]=[C:7]([F:11])[C:3]=1[C:4]([NH2:12])=[O:5]. The reactants are BrC1=CC=C(C=C1)CCCNC (3-(4-bromophenyl)-N-methylpropan-1-amine), BrC1=CC=C(C=C1)CC(=O)NC (2-(4-bromophenyl)-N-methylacetamide), B (borane). Run in C1CCOC1 (THF). Yields the product BrC1=CC=C(C=C1)CCNC (2-(4-bromophenyl)-N-methylethanamine). The yield is 96.7%. As a reaction SMILES: BrC1C=CC(CCCNC)=CC=1.[Br:13][C:14]1[CH:19]=[CH:18][C:17]([CH2:20][C:21]([NH:23][CH3:24])=O)=[CH:16][CH:15]=1.B>C1COCC1>[Br:13][C:14]1[CH:15]=[CH:16][C:17]([CH2:20][CH2:21][NH:23][CH3:24])=[CH:18][CH:19]=1. Procedure details: Using a procedure analogous to that used to prepare 22B, 23A (1.6 g, 7.0 mmol) was reduced with borane in THF to yield 23B (1.45 g, 97%) as a clear oil. MS (ESI) m/z 214.22/216.22 (M+H)+.